Dataset: the Open Reaction Database (ORD), a public repository of structured organic reaction records. Task: describe an organic reaction: reactants, conditions, products, and yield Starting materials: C(=NS(=O)(=O)Cl)=O (N-Chlorosulfonyl isocyanate), C(C)(C)C1=C(C(=CC(=C1)SC#N)C(C)C)O (2,6-diisopropyl-4-thiocyanato-phenol). Run in C1(=CC=CC=C1)C (toluene). Reaction conditions: time 8 hour. Yields the product C(C)(C)C1=C(C(=CC(=C1)SC#N)C(C)C)OS(N)(=O)=O (sulfamic acid 2,6-diisopropyl-4-thiocyanato-phenyl ester). Yield: 52.5%. RXN SMILES: C(=O)=[N:2][S:3](Cl)(=[O:5])=[O:4].[CH:8]([C:11]1[CH:16]=[C:15]([S:17][C:18]#[N:19])[CH:14]=[C:13]([CH:20]([CH3:22])[CH3:21])[C:12]=1[OH:23])([CH3:10])[CH3:9]>C1(C)C=CC=CC=1>[CH:8]([C:11]1[CH:16]=[C:15]([S:17][C:18]#[N:19])[CH:14]=[C:13]([CH:20]([CH3:22])[CH3:21])[C:12]=1[O:23][S:3](=[O:4])(=[O:5])[NH2:2])([CH3:10])[CH3:9]. Procedure details: N-Chlorosulfonyl isocyanate (1.02 mL, 11.7 mmol) was added to a warm solution of 2,6-diisopropyl-4-thiocyanato-phenol (2.5 g, 10.6 mmol) in 150 mL toluene. The resulting solution was heated to reflux for 6 hours and then cooled to room temperature and stirred overnight. The reaction was concentrated in vacuo and the residue was quenched with ice water and extracted with dichloromethane. The organic layer was dried over magnesium sulfate, filtered, and concentrated to give 1.75 g of sulfamic acid... Starting materials: C(C1=CC=CC=C1)OCN1C(N([C@H]2C[C@](O)([C@@H](CO)O2)COCC2=CC=CC=C2)C=C(C1=O)C)=O (3-benzyloxymethyl-3′-benzyloxymethylthymidine), C1CCC(CC1)N=C=NC2CCCCC2 (DCC), P(O)(O)(O)=O (phosphoric acid). The solvent is CS(=O)C (DMSO). Yields the product C(C1=CC=CC=C1)OCN1C(N([C@H]2C[C@](O)([C@@H](C(O)=O)O2)COCC2=CC=CC=C2)C=C(C1=O)C)=O (3-Benzyloxymethyl-3′-benzyloxymethylthymidine-5′-aldehyde). RXN SMILES: [CH2:1]([O:8][CH2:9][N:10]1[C:32](=[O:33])[C:31]([CH3:34])=[CH:30][N:12]([C@@H:13]2[O:20][C@H:17]([CH2:18][OH:19])[C@@:15]([CH2:21][O:22][CH2:23][C:24]3[CH:29]=[CH:28][CH:27]=[CH:26][CH:25]=3)([OH:16])[CH2:14]2)[C:11]1=[O:35])[C:2]1[CH:7]=[CH:6][CH:5]=[CH:4][CH:3]=1.C1CCC(N=C=NC2CCCCC2)CC1.P(=O)(O)(O)[OH:52]>CS(C)=O>[CH2:1]([O:8][CH2:9][N:10]1[C:32](=[O:33])[C:31]([CH3:34])=[CH:30][N:12]([C@@H:13]2[O:20][C@H:17]([C:18](=[O:52])[OH:19])[C@@:15]([CH2:21][O:22][CH2:23][C:24]3[CH:29]=[CH:28][CH:27]=[CH:26][CH:25]=3)([OH:16])[CH2:14]2)[C:11]1=[O:35])[C:2]1[CH:3]=[CH:4][CH:5]=[CH:6][CH:7]=1. Reported procedure: A solution of 3-benzyloxymethyl-3′-benzyloxymethylthymidine (14.5 g, 30 mmol) in DMSO (200 ml) was treated with DCC (33 g, 160 mmol) and phosphoric acid 85% (2.0 g) for 16 h. The reaction mixture was filtered and concentrated in vacuo. The resultant oil was chromatographed on silica gel (EtOAc/hexane, 7/3) to afford the product as a viscous oil, 11 g (76%). 1H NMR (CDCl3) 1.92 (s, 3H, C5-CH3), 2.20-2.52 (m, 2H, C2′H), 4.09 (m, 1H, C4′H), 4.49 (m, 1H, C3′H), 4.62 (s, 2H, NCH2O), 6.28 (t, 1H, C1′H... Reactants: C(CCC)(=O)C(C(=O)OCC)=CNC1=C(C=CC=C1)C(=O)OC (Ethyl 2-butyryl-3-(2-carbomethoxyphenylamino)acrylate). Solvent: C1(=CC=CC=C1)OC1=CC=CC=C1 (diphenyl ether). Yields the product C(CCC)(=O)C1=CNC2=C(C=CC=C2C1=O)C(=O)OC (methyl 3-butyryl-4(1H)-quinolone-8-carboxylate). RXN SMILES: [C:1]([C:6](=[CH:12][NH:13][C:14]1[CH:19]=[CH:18][CH:17]=[CH:16][C:15]=1[C:20]([O:22][CH3:23])=[O:21])[C:7]([O:9]CC)=O)(=[O:5])[CH2:2][CH2:3][CH3:4]>C1(OC2C=CC=CC=2)C=CC=CC=1>[C:1]([C:6]1[C:7](=[O:9])[C:19]2[C:14](=[C:15]([C:20]([O:22][CH3:23])=[O:21])[CH:16]=[CH:17][CH:18]=2)[NH:13][CH:12]=1)(=[O:5])[CH2:2][CH2:3][CH3:4]. Reported procedure: Ethyl 2-butyryl-3-(2-carbomethoxyphenylamino)acrylate (8.63 g, 27.0 mmol) was added to boiling diphenyl ether (40 ml), and heated at reflux for 1 hour. On cooling, methyl 3-butyryl-4(1H)-quinolone-8-carboxylate (4.06 g, 55%) crystallised and was filtered off and washed with ether, m.p. 151-153°.